Dataset: the Open Reaction Database (ORD), a public repository of structured organic reaction records. Task: describe an organic reaction: reactants, conditions, products, and yield Starting materials: ClC1=CC=C2C(C(NC2=C1)=O)C1=CC(=CC(=C1)OC)OC (rac-6-chloro-3-(3,5-dimethoxy-phenyl)-1,3-dihydro-indol-2-one), ClC=1C=C(CBr)C=CC1 (3-chlorobenzyl bromide), [I-].[K+] (potassium iodide), C([O-])([O-])=O.[K+].[K+] (potassium carbonate). Run in CC(=O)C (acetone). Run at temperature 60 celsius. The product is ClC1=CC=C2C(C(NC2=C1)=O)(C1=CC(=CC(=C1)OC)OC)CC1=CC(=CC=C1)Cl (rac-6-chloro-3-(3-chloro-benzyl)-3-(3,5-dimethoxy-phenyl)-1,3-dihydro-indol-2-one). RXN SMILES: [Cl:1][C:2]1[CH:10]=[C:9]2[C:5]([CH:6]([C:12]3[CH:17]=[C:16]([O:18][CH3:19])[CH:15]=[C:14]([O:20][CH3:21])[CH:13]=3)[C:7](=[O:11])[NH:8]2)=[CH:4][CH:3]=1.[Cl:22][C:23]1[CH:24]=[C:25]([CH:28]=[CH:29][CH:30]=1)[CH2:26]Br.[I-].[K+].C(=O)([O-])[O-].[K+].[K+]>CC(C)=O>[Cl:1][C:2]1[CH:10]=[C:9]2[C:5]([C:6]([CH2:26][C:25]3[CH:28]=[CH:29][CH:30]=[C:23]([Cl:22])[CH:24]=3)([C:12]3[CH:17]=[C:16]([O:18][CH3:19])[CH:15]=[C:14]([O:20][CH3:21])[CH:13]=3)[C:7](=[O:11])[NH:8]2)=[CH:4][CH:3]=1 |f:2.3,4.5.6|. Procedure details: A mixture of rac-6-chloro-3-(3,5-dimethoxy-phenyl)-1,3-dihydro-indol-2-one (0.1 g, 0.33 mmol) (from Example 40b supra), 3-chlorobenzyl bromide (0.080 g, 0.38 mmol) (Aldrich), potassium iodide (0.065 g, 0.38 mmol) and potassium carbonate (0.098 g, 0.71 mmol) in acetone (5 mL) was heated at 60° C. for 2 hours. After cooling, mixture was partitioned between ethyl acetate and water. The aqueous layer was extracted with ethyl acetate. The combined organic layer was washed with water and brine, dried ... The reactants are FC(C(=O)O)(F)F.CC(C)(C)N1N=C(C=C1C(=O)NCC1=CC=C(C=C1)C=1C=C2C(=CNC2=C(C1)C(=O)N)C1CCN(CC1)S(=O)(=O)CC)C (5-{4-[({[1-(1,1-dimethylethyl)-3-methyl-1H-pyrazol-5-yl]carbonyl}amino)methyl]phenyl}-3-[1-(ethylsulfonyl)-4-piperidinyl]-1H-indole-7-carboxamide trifluoroacetate), CC(C)(C)N1N=C(C=C1C(=O)NCC1=CC=C(C=C1)B(O)O)C ({4-[({[1-(1,1-dimethylethyl)-3-methyl-1H-pyrazol-5-yl]carbonyl}amino)methyl]phenyl}boronic acid). Product: C1(CCCC1)C(=O)NCC1=CC=C(C=C1)C=1C=C2C(=CNC2=C(C1)C(=O)N)C1CCN(CC1)S(=O)(=O)CC (5-(4-{[(cyclopentylcarbonyl)amino]methyl}phenyl)-3-[1-(ethylsulfonyl)-4-piperidinyl]-1H-indole-7-carboxamide). The yield is 47.0%. As a reaction SMILES: F[C:2](F)(F)[C:3](O)=O.CC(N1[C:16]([C:17]([NH:19][CH2:20][C:21]2[CH:26]=[CH:25][C:24]([C:27]3[CH:28]=[C:29]4[C:33](=[C:34]([C:36]([NH2:38])=[O:37])[CH:35]=3)[NH:32][CH:31]=[C:30]4[CH:39]3[CH2:44][CH2:43][N:42]([S:45]([CH2:48][CH3:49])(=[O:47])=[O:46])[CH2:41][CH2:40]3)=[CH:23][CH:22]=2)=[O:18])=[CH:15][C:14](C)=N1)(C)C.CC(N1C(C(NCC2C=CC(B(O)O)=CC=2)=O)=CC(C)=N1)(C)C>>[CH:16]1([C:17]([NH:19][CH2:20][C:21]2[CH:26]=[CH:25][C:24]([C:27]3[CH:28]=[C:29]4[C:33](=[C:34]([C:36]([NH2:38])=[O:37])[CH:35]=3)[NH:32][CH:31]=[C:30]4[CH:39]3[CH2:44][CH2:43][N:42]([S:45]([CH2:48][CH3:49])(=[O:46])=[O:47])[CH2:41][CH2:40]3)=[CH:23][CH:22]=2)=[O:18])[CH2:15][CH2:14][CH2:3][CH2:2]1 |f:0.1|. Reported procedure: The title compound was prepared according to the general procedure of 5-{4-[({[1-(1,1-dimethylethyl)-3-methyl-1H-pyrazol-5-yl]carbonyl}amino)methyl]phenyl}-3-[1-(ethylsulfonyl)-4-piperidinyl]-1H-indole-7-carboxamide trifluoroacetate, substituting (4-{[(cyclopentylcarbonyl)amino]methyl}phenyl)boronic acid (119 mg, 0.480 mmol) for {4-[({[1-(1,1-dimethylethyl)-3-methyl-1H-pyrazol-5-yl]carbonyl}amino)methyl]phenyl}boronic acid to afford 30 mg of the title compound (47%). The reactants are CO, COC(=O)c1cc(N2CCC(NC(=O)c3[nH]c(C)c(Cl)c3Cl)CC2)nc(N2CCOCC2)n1, Cl, [Li+], [OH-]. Yields the product Cc1[nH]c(C(=O)NC2CCN(c3cc(C(=O)O)nc(N4CCOCC4)n3)CC2)c(Cl)c1Cl. Reaction SMILES: [CH3:37][OH:38].[Cl:1][c:2]1[c:3]([C:9](=[O:10])[NH:11][CH:12]2[CH2:13][CH2:14][N:15]([c:18]3[cH:19][c:20]([C:30](=[O:31])[O:32][CH3:33])[n:21][c:22]([N:24]4[CH2:25][CH2:26][O:27][CH2:28][CH2:29]4)[n:23]3)[CH2:16][CH2:17]2)[nH:4][c:5]([CH3:8])[c:6]1[Cl:7].[ClH:36].[Li+:34].[OH-:35]>>[Cl:1][c:2]1[c:3]([C:9](=[O:10])[NH:11][CH:12]2[CH2:13][CH2:14][N:15]([c:18]3[cH:19][c:20]([C:30](=[O:31])[OH:32])[n:21][c:22]([N:24]4[CH2:25][CH2:26][O:27][CH2:28][CH2:29]4)[n:23]3)[CH2:16][CH2:17]2)[nH:4][c:5]([CH3:8])[c:6]1[Cl:7]. The reactants are ClC1=CC=C(S1)C1=NC(=C(C(=N1)OS(=O)(=O)C(F)(F)F)CC)C ([2-(5-chloro-2-thienyl)-5-ethyl-6-methyl-pyrimidin-4-yl]trifluoromethanesulfonate), CC1(OB(OC1(C)C)C1=CC=C(N)C=C1)C (4-(4,4,5,5-tetramethyl-1,3,2-dioxaborolan-2-yl)aniline), CS(=O)C (DMSO), mixture. The solvent is O (water). Conditions: time 3.5 hour. The product is ClC1=CC=C(S1)C1=NC(=C(C(=N1)NC1=CC=C(C=C1)B1OC(C(O1)(C)C)(C)C)CC)C (2-(5-Chloro-2-thienyl)-5-ethyl-6-methyl-N-[4-(4,4,5,5-tetramethyl-1,3,2-dioxaborolan-2-yl)phenyl]pyrimidin-4-amine). Yield: 23.0%. RXN SMILES: [Cl:1][C:2]1[S:6][C:5]([C:7]2[N:12]=[C:11](OS(C(F)(F)F)(=O)=O)[C:10]([CH2:21][CH3:22])=[C:9]([CH3:23])[N:8]=2)=[CH:4][CH:3]=1.[CH3:24][C:25]1([CH3:39])[C:29]([CH3:31])([CH3:30])[O:28][B:27]([C:32]2[CH:38]=[CH:37][C:35]([NH2:36])=[CH:34][CH:33]=2)[O:26]1.CS(C)=O>O>[Cl:1][C:2]1[S:6][C:5]([C:7]2[N:12]=[C:11]([NH:36][C:35]3[CH:34]=[CH:33][C:32]([B:27]4[O:28][C:29]([CH3:31])([CH3:30])[C:25]([CH3:39])([CH3:24])[O:26]4)=[CH:38][CH:37]=3)[C:10]([CH2:21][CH3:22])=[C:9]([CH3:23])[N:8]=2)=[CH:4][CH:3]=1. Procedure: A 18-mL vial was charged with [2-(5-chloro-2-thienyl)-5-ethyl-6-methyl-pyrimidin-4-yl]trifluoromethanesulfonate (39 mg, 0.1 mmole) and 4-(4,4,5,5-tetramethyl-1,3,2-dioxaborolan-2-yl)aniline (22 mg, 0.1 mmol) and DMSO (0.5 ml). The resulting mixture was stirred under Ar for 3.5 hr. After cooling to room temperature, water was added to the mixture (5 ml). The precipitate was collected by filtration and the crude product was purified by chromatography on silica gel using hexane/DCM (4:1) followed b... Starting materials: Nc1ccccc1OCc1ccc(Cl)cc1Br, CN1CCOCC1, Cc1ccccc1, CN(C)c1ccc(CC(=O)N2CCCC2C(=O)O)cc1, CCOC(=O)Cl, Cl, O. Product: CN(C)c1ccc(CC(=O)N2CCCC2C(=O)Nc2ccccc2OCc2ccc(Cl)cc2Br)cc1. Reaction SMILES: [Br:35][c:36]1[c:37]([CH2:38][O:39][c:40]2[c:41]([NH2:42])[cH:43][cH:44][cH:45][cH:46]2)[cH:47][cH:48][c:49]([Cl:51])[cH:50]1.[CH3:1][N:2]1[CH2:3][CH2:4][O:5][CH2:6][CH2:7]1.[CH3:53][c:54]1[cH:55][cH:56][cH:57][cH:58][cH:59]1.[CH3:8][N:9]([c:10]1[cH:11][cH:12][c:13]([CH2:16][C:17](=[O:18])[N:19]2[CH:20]([C:21](=[O:22])[OH:23])[CH2:24][CH2:25][CH2:26]2)[cH:14][cH:15]1)[CH3:27].[Cl:28][C:29]([O:30][CH2:31][CH3:32])=[O:33].[ClH:34].[OH2:52]>>[CH3:8][N:9]([c:10]1[cH:11][cH:12][c:13]([CH2:16][C:17](=[O:18])[N:19]2[CH:20]([C:21](=[O:23])[NH:42][c:41]3[c:40]([O:39][CH2:38][c:37]4[c:36]([Br:35])[cH:50][c:49]([Cl:51])[cH:48][cH:47]4)[cH:46][cH:45][cH:44][cH:43]3)[CH2:24][CH2:25][CH2:26]2)[cH:14][cH:15]1)[CH3:27]. The reactants are C[O-].[Na+] (sodium methylate), C1(=CC=CC=C1)C (toluene), CC(C(C)(C)C)=O (pinacolone), C(CCCCC)CC(=S)OC (methyl n-hexylthioacetate). Conditions: temperature 106 celsius, time 35 minute. The product is C(CCCCC)SCC(CC(C(C)(C)C)=O)=O (1-n-hexylthio-5,5-dimethyl-2,4-hexanedione). RXN SMILES: C[O-:2].[Na+].[CH3:4][C:5](=[O:10])[C:6]([CH3:9])([CH3:8])[CH3:7].[CH2:11]([CH2:17][C:18](OC)=[S:19])[CH2:12][CH2:13][CH2:14]CC.[C:22]1([CH3:28])C=CC=CC=1>>[CH2:18]([S:19][CH2:28][C:22](=[O:2])[CH2:4][C:5](=[O:10])[C:6]([CH3:9])([CH3:8])[CH3:7])[CH2:17][CH2:11][CH2:12][CH2:13][CH3:14] |f:0.1|. Procedure details: 250 ml of toluene and 99 g (0.55 mol) of sodium methylate solution (30% in methanol) are initially placed in a flask equipped with a thermometer, a stirrer, a dropping funnel and a distillation bridge with receiver, and 108.4 g of a methanol/toluene mixture are distilled off until the reaction temperature reaches 109° C. 60 g (0.6 mol) of pinacolone are then added dropwise at the same temperature and 95 g (0.5 mol) of methyl n-hexylthioacetate are added dropwise in the course of 20 minutes. In t... Yields the product COC(C1=CC=C(C=C1)CCN)=O (4-(2-amino-ethyl)-benzoic acid methyl ester). The yield is 103.9%. The reagents and catalysts are [Pd] (Palladium on carbon). The reactants are COC(C1=CC=C(C=C1)C=C[N+](=O)[O-])=O (4-(2-nitrovinyl)benzoic acid methyl ester), [H][H] (hydrogen), [H][H] (hydrogen). RXN SMILES: [CH3:1][O:2][C:3](=[O:15])[C:4]1[CH:9]=[CH:8][C:7]([CH:10]=[CH:11][N+:12]([O-])=O)=[CH:6][CH:5]=1.[H][H]>[Pd].C(O)C.C(O)(=O)C>[CH3:1][O:2][C:3](=[O:15])[C:4]1[CH:9]=[CH:8][C:7]([CH2:10][CH2:11][NH2:12])=[CH:6][CH:5]=1. Procedure: Palladium on carbon (10%, 50 mg) was added to a solution of 4-(2-nitrovinyl)benzoic acid methyl ester (228 mg) in 5 mL of ethyl alcohol and 2 mL of acetic acid. The reaction vessel was saturated with hydrogen and stirred under a 1 atm hydrogen atmosphere for 20 h. The vessel was saturated with nitrogen and filtered through celite. Evaporation of the solvents gave 205 mg of crude 4-(2-amino-ethyl)-benzoic acid methyl ester. Solvent: C(C)O (ethyl alcohol), C(C)(=O)O (acetic acid).